Dataset: the Open Reaction Database (ORD), a public repository of structured organic reaction records. Task: describe an organic reaction: reactants, conditions, products, and yield Starting materials: [BH4-], CCO, CC1(C)CC(=O)c2sccc2O1, [Na+], O, Cc1ccc(S(=O)(=O)O)cc1. Yields the product CC1(C)C=Cc2sccc2O1. Reaction SMILES: [BH4-:1].[CH3:27][CH2:28][OH:29].[CH3:3][C:4]1([CH3:14])[CH2:5][C:6](=[O:13])[c:7]2[c:8]([cH:10][cH:11][s:12]2)[O:9]1.[Na+:2].[OH2:15].[c:16]1([CH3:17])[cH:18][cH:19][c:20]([S:21]([OH:22])(=[O:23])=[O:24])[cH:25][cH:26]1>>[CH3:3][C:4]1([CH3:14])[CH:5]=[CH:6][c:7]2[c:8]([cH:10][cH:11][s:12]2)[O:9]1. Reactants: C(C1=CC=CC=C1)(=O)[C@@]([C@@](C(=O)O)(O)C(C1=CC=CC=C1)=O)(O)C(=O)O.NC1CC2=CC=C(C=C2C1)CC(=O)OC (methyl (+)-(2-aminoindan-5-yl)acetate (+)-dibenzoyl-D-tartaric acid salt), ClC1=CC=C(C=C1)S(=O)(=O)Cl (4-chlorophenylsulfonyl chloride). Yields the product ClC1=CC=C(C=C1)S(=O)(=O)NC1CC2=CC=C(C=C2C1)CC(=O)OC (methyl (+)-[2-[(4-chlorophenyl)sulfonylamino]indan-5-yl]acetate). Reaction SMILES: C([C@](C(O)=O)(O)[C@](C(=O)C1C=CC=CC=1)(O)C(O)=O)(=O)C1C=CC=CC=1.[NH2:27][CH:28]1[CH2:36][C:35]2[C:30](=[CH:31][CH:32]=[C:33]([CH2:37][C:38]([O:40][CH3:41])=[O:39])[CH:34]=2)[CH2:29]1.[Cl:42][C:43]1[CH:48]=[CH:47][C:46]([S:49](Cl)(=[O:51])=[O:50])=[CH:45][CH:44]=1>>[Cl:42][C:43]1[CH:48]=[CH:47][C:46]([S:49]([NH:27][CH:28]2[CH2:36][C:35]3[C:30](=[CH:31][CH:32]=[C:33]([CH2:37][C:38]([O:40][CH3:41])=[O:39])[CH:34]=3)[CH2:29]2)(=[O:51])=[O:50])=[CH:45][CH:44]=1 |f:0.1|. Reported procedure: In the same manner as described in Examples 50-(1), methyl (+)-(2-aminoindan-5-yl)acetate (+)-dibenzoyl-D-tartaric acid salt and 4-chlorophenylsulfonyl chloride are treated to give methyl (+)-[2-[(4-chlorophenyl)sulfonylamino]indan-5-yl]acetate.